Dataset: the Open Reaction Database (ORD), a public repository of structured organic reaction records. Task: describe an organic reaction: reactants, conditions, products, and yield As a reaction SMILES: C([O:3][C:4](=[O:24])[C:5]([O:15][C:16]1[CH:21]=[CH:20][CH:19]=[C:18]([O:22][CH3:23])[CH:17]=1)([CH3:14])[CH2:6][C:7]1[CH:12]=[CH:11][C:10]([OH:13])=[CH:9][CH:8]=1)C.[CH3:25][C:26]1[O:30][C:29]([C:31]2[S:32][CH:33]=[CH:34][CH:35]=2)=[N:28][C:27]=1[CH2:36][CH2:37]OS(C1C=CC(C)=CC=1)(=O)=O>>[CH3:23][O:22][C:18]1[CH:17]=[C:16]([CH:21]=[CH:20][CH:19]=1)[O:15][C:5]([CH3:14])([CH2:6][C:7]1[CH:8]=[CH:9][C:10]([O:13][CH2:37][CH2:36][C:27]2[N:28]=[C:29]([C:31]3[S:32][CH:33]=[CH:34][CH:35]=3)[O:30][C:26]=2[CH3:25])=[CH:11][CH:12]=1)[C:4]([OH:3])=[O:24]. The product is COC=1C=C(OC(C(=O)O)(CC2=CC=C(C=C2)OCCC=2N=C(OC2C)C=2SC=CC2)C)C=CC1 (2-(3-Methoxy-phenoxy)-2-methyl-3-{4-[2-(5-methyl-2-thiophen-2-yl-oxazol-4-yl)-ethoxy]-phenyl}-propionic acid). Reported procedure: The title compound was prepared from 3-(4-hydroxy-phenyl)-2-(3-methoxy-phenoxy)-2-methyl-propionic acid ethyl ester and toluene-4-sulfonic acid 2-(5-methyl-2-thiophen-2-yl-oxazol-4-yl)-ethyl ester using the procedure of Example 74. 1H NMR (400 MHz, CDCl3) δ 7.58 (d, 1H, J=3.52 Hz), 7.36 (d, 1H, J=5.08 Hz), 7.17-7.13 (m, 3H), 7.08-6.99 (m, 1H), 6.82 (d, 2H, J=8.60 Hz), 6.62-6.59 (m, 1H), 6.52-6.46 (m, 2H), 4.19 (t, 2H, J=6.65 Hz), 3.75 (s, 3H), 3.24 (d, 1H, J=14.08 Hz), 3.16 (d, 1H, J=14.08 Hz), ... Starting materials: C(C)OC(C(CC1=CC=C(C=C1)O)(C)OC1=CC(=CC=C1)OC)=O (3-(4-hydroxy-phenyl)-2-(3-methoxy-phenoxy)-2-methyl-propionic acid ethyl ester), CC1=C(N=C(O1)C=1SC=CC1)CCOS(=O)(=O)C1=CC=C(C=C1)C (toluene-4-sulfonic acid 2-(5-methyl-2-thiophen-2-yl-oxazol-4-yl)-ethyl ester), C27H28NO6S. Starting materials: COC(=O)c1ccc(OC)cc1OCCCNC(=O)OC(C)(C)C, C1CCOC1, O. Yields the product COc1ccc(C(=O)O)c(OCCCNC(=O)OC(C)(C)C)c1. As a reaction SMILES: [C:1]([CH3:2])([CH3:3])([CH3:4])[O:5][C:6](=[O:7])[NH:8][CH2:9][CH2:10][CH2:11][O:12][c:13]1[c:14]([C:15](=[O:16])[O:17][CH3:18])[cH:19][cH:20][c:21]([O:23][CH3:24])[cH:22]1.[O:25]1[CH2:26][CH2:27][CH2:28][CH2:29]1.[OH2:30]>>[C:1]([CH3:2])([CH3:3])([CH3:4])[O:5][C:6](=[O:7])[NH:8][CH2:9][CH2:10][CH2:11][O:12][c:13]1[c:14]([C:15](=[O:16])[OH:17])[cH:19][cH:20][c:21]([O:23][CH3:24])[cH:22]1. Starting materials: C1(CC1)NC1=NC=C(C(=N1)N[C@H]1C[C@H]([C@@H](CC1)C)O)C#N (2-(Cyclopropylamino)-4-((1R,3R,4R)-3-hydroxy-4-methylcyclohexylamino)pyrimidine-5-carbonitrile), CS(=O)C (DMSO), ice water. The reagents and catalysts are [OH-].[Na+] (sodium hydroxide), OO (hydrogen peroxide). Conditions: temperature 50 celsius, time 2 hour. Yields the product C1(CC1)NC1=NC=C(C(=N1)N[C@H]1C[C@H]([C@@H](CC1)C)O)C(=O)N (2-(cyclopropylamino)-4-((1R,3R,4R)-3-hydroxy-4-methylcyclohexyl-amino)pyrimidine-5-carboxamide). Yield: 81.0%. As a reaction SMILES: [CH:1]1([NH:4][C:5]2[N:10]=[C:9]([NH:11][C@@H:12]3[CH2:17][CH2:16][C@@H:15]([CH3:18])[C@H:14]([OH:19])[CH2:13]3)[C:8]([C:20]#[N:21])=[CH:7][N:6]=2)[CH2:3][CH2:2]1.CS(C)=[O:24]>[OH-].[Na+].OO>[CH:1]1([NH:4][C:5]2[N:10]=[C:9]([NH:11][C@@H:12]3[CH2:17][CH2:16][C@@H:15]([CH3:18])[C@H:14]([OH:19])[CH2:13]3)[C:8]([C:20]([NH2:21])=[O:24])=[CH:7][N:6]=2)[CH2:2][CH2:3]1 |f:2.3|. Procedure: 2-(Cyclopropylamino)-4-((1R,3R,4R)-3-hydroxy-4-methylcyclohexylamino)pyrimidine-5-carbonitrile (265 mg, 0.922 mmol) was dissolved in DMSO (9.222 mL). To the solution was added 10 drops of 50% aqueous sodium hydroxide followed by 10 drops of 30% aqueous hydrogen peroxide at room temperature. The resulting reaction mixture was stirred at 50° C. for 2 h and was then added slowly to 60 mL of ice water. The resulting precipitate was stirred for 30 min, filtered, and washed with water. The solids were... Reactants: O=S1(N=C(NC2=C1C=CC=C2)C2=C(C1=C(N(C2=O)N=CC(C)C)C=CS1)O)=O (6-(1,1-dioxido-4H-1,2,4-benzothiadiazin-3-yl)-7-hydroxy-4-{[2-methylpropylidene]amino}thieno[3,2-b]pyridin-5(4H)-one), CO (methanol), solution, [BH4-].[Li+] (lithium borohydride), Cl (hydrochloric acid). Solvent: O1CCCC1 (tetrahydrofuran), O1CCCC1 (tetrahydrofuran), O (water). Conditions: temperature 25 celsius, time 1 hour. The product is O=S1(N=C(NC2=C1C=CC=C2)C2=C(C1=C(N(C2=O)NCCC(C)C)C=CS1)O)=O (6-(1,1-dioxido-4H-1,2,4-benzothiadiazin-3-yl)-7-hydroxy-4-[(3-methylbutyl)amino]thieno[3,2-b]pyridin-5(4H)-one). As a reaction SMILES: [O:1]=[S:2]1(=[O:28])[C:7]2[CH:8]=[CH:9][CH:10]=[CH:11][C:6]=2[NH:5][C:4]([C:12]2[C:17](=[O:18])[N:16]([N:19]=CC(C)C)[C:15]3[CH:24]=[CH:25][S:26][C:14]=3[C:13]=2[OH:27])=[N:3]1.CO.[BH4-].[Li+].Cl>O1CCCC1.O>[O:1]=[S:2]1(=[O:28])[C:7]2[CH:8]=[CH:9][CH:10]=[CH:11][C:6]=2[NH:5][C:4]([C:12]2[C:17](=[O:18])[N:16]([NH:19][CH2:14][CH2:13][CH:12]([CH3:17])[CH3:4])[C:15]3[CH:24]=[CH:25][S:26][C:14]=3[C:13]=2[OH:27])=[N:3]1 |f:2.3|. Procedure details: The product of Example 269A (0.083 g, 0.19 mmol) in tetrahydrofuran (4 mL) and methanol (0.020 mL, 0.5 mmol) at 0° C. was treated dropwise with a 2.0M solution of lithium borohydride in tetrahydrofuran (0.150 mL, 0.3 mmol). The reaction was stirred at 25° C. for 1 hour, acidified with 1M hydrochloric acid to a pH of approximately 2-4, diluted with water (15 mL), and the resulting precipitate was collected by filtration and dried. The crude product was chromatographed on silica gel with 1% methan...